Dataset: the Open Reaction Database (ORD), a public repository of structured organic reaction records. Task: describe an organic reaction: reactants, conditions, products, and yield Starting materials: O (water), FC(S(=O)(=O)OC)(F)F (Methyl trifluoromethanesulfonate), [Si](C)(C)(C(C)(C)C)O[C@@H]([C@H](CC1=CC2=C(OCO2)C(=C1)Cl)NC(OC(C)(C)C)=O)C=1SC=CN1 (tert-butyl (1S,2S)-1-(tert-butyldimethylsilyloxy)-3-(7-chlorobenzo[d][1,3]dioxol-5-yl)-1-(thiazol-2-yl)propan-2-ylcarbamate), [BH4-].[Na+] (sodium borohydride). The reagents and catalysts are [Hg](Cl)Cl (mercury(II) chloride). The solvent is CCOCC (ether), CC#N (MeCN), CCOC(=O)C (EtOAc). Reaction conditions: time 10 minute. Yields the product [Si](C)(C)(C(C)(C)C)O[C@@H]([C@H](CC1=CC2=C(OCO2)C(=C1)Cl)NC(OC(C)(C)C)=O)C=O (tert-butyl (2S,3S)-3-(tert-butyldimethylsilyloxy)-1-(7-chlorobenzo[d][1,3]dioxol-5-yl)-4-oxobutan-2-ylcarbamate). As a reaction SMILES: [Si:1]([O:8][C@H:9]([C:30]1SC=CN=1)[C@@H:10]([NH:22][C:23](=[O:29])[O:24][C:25]([CH3:28])([CH3:27])[CH3:26])[CH2:11][C:12]1[CH:20]=[C:19]([Cl:21])[C:15]2[O:16][CH2:17][O:18][C:14]=2[CH:13]=1)([C:4]([CH3:7])([CH3:6])[CH3:5])([CH3:3])[CH3:2].FC(F)(F)S(OC)(=O)=[O:38].[BH4-].[Na+].O>CC#N.CCOC(C)=O.CCOCC.[Hg](Cl)Cl>[Si:1]([O:8][C@H:9]([CH:30]=[O:38])[C@@H:10]([NH:22][C:23](=[O:29])[O:24][C:25]([CH3:27])([CH3:28])[CH3:26])[CH2:11][C:12]1[CH:20]=[C:19]([Cl:21])[C:15]2[O:16][CH2:17][O:18][C:14]=2[CH:13]=1)([C:4]([CH3:5])([CH3:6])[CH3:7])([CH3:3])[CH3:2] |f:2.3|. Procedure: A solution tert-butyl (1S,2S)-1-(tert-butyldimethylsilyloxy)-3-(7-chlorobenzo[d][1,3]dioxol-5-yl)-1-(thiazol-2-yl)propan-2-ylcarbamate (1.85 g, 3.51 mmol) in MeCN (14 mL) was treated with 4 A mol. seives and was allowed to stir at RT for 10 minutes. Methyl trifluoromethanesulfonate (0.464 ml, 4.21 mmol) was added, and the reaction mixture was allowed to stir for 30 minutes. The reaction mixture was then concentrated under reduced pressure, and the crude residual material was dissolved in MeOH (1...